Dataset: the Open Reaction Database (ORD), a public repository of structured organic reaction records. Task: describe an organic reaction: reactants, conditions, products, and yield The reactants are [Al+3], CON(C)C(=O)c1oc2ccc(Cl)cc2c1C, [H-], [H-], [H-], [H-], [Li+], C1CCOC1, O. The product is Cc1c(C=O)oc2ccc(Cl)cc12. As a reaction SMILES: [Al+3:19].[Cl:1][c:2]1[cH:3][cH:4][c:5]2[c:6]([c:7]([CH3:16])[c:8]([C:10](=[O:11])[N:12]([O:13][CH3:14])[CH3:15])[o:9]2)[cH:17]1.[H-:18].[H-:21].[H-:22].[H-:23].[Li+:20].[O:25]1[CH2:26][CH2:27][CH2:28][CH2:29]1.[OH2:24]>>[Cl:1][c:2]1[cH:3][cH:4][c:5]2[c:6]([c:7]([CH3:16])[c:8]([CH:10]=[O:11])[o:9]2)[cH:17]1. Reactants: C(C=C)OCC(=O)C1=C(C=CC(=C1)Br)F (2-(allyloxy)-1-(5-bromo-2-fluorophenyl)ethanone), Cl.NO (hydroxylamine hydrochloride), C(C)(=O)[O-].[Na+] (sodium ethanoate). Solvent: C(C)O (ethanol). Conditions: temperature 70 celsius. Product: C(C=C)OCC(=NO)C1=C(C=CC(=C1)Br)F (2-(Allyloxy)-1-(5-bromo-2-fluorophenyl)ethanone oxime). As a reaction SMILES: [CH2:1]([O:4][CH2:5][C:6]([C:8]1[CH:13]=[C:12]([Br:14])[CH:11]=[CH:10][C:9]=1[F:15])=O)[CH:2]=[CH2:3].Cl.[NH2:17][OH:18].C([O-])(=O)C.[Na+]>C(O)C>[CH2:1]([O:4][CH2:5][C:6]([C:8]1[CH:13]=[C:12]([Br:14])[CH:11]=[CH:10][C:9]=1[F:15])=[N:17][OH:18])[CH:2]=[CH2:3] |f:1.2,3.4|. Procedure: To a solution of 2-(allyloxy)-1-(5-bromo-2-fluorophenyl)ethanone (118 g, 432.1 mmol) in ethanol (1.7 L) is added hydroxylamine hydrochloride (34.5 g, 496.9 mmol) and sodium ethanoate (40.8 g, 496.9 mmol) at 25° C. The reaction is heated at 70° C. for 1 hr. The reaction is cooled and the solvent is removed under reduced pressure. The residue is washed with water (1 L) and is extracted three times with dichloromethane (3×500 mL). The organic phase is dried over magnesium sulfate, filtered, and the...